Dataset: the Open Reaction Database (ORD), a public repository of structured organic reaction records. Task: describe an organic reaction: reactants, conditions, products, and yield The product is CC(C)(C(=O)O)S(=O)(=O)c1ccc2ncsc2c1. The reactants are CCOC(=O)C(C)(C)S(=O)(=O)c1ccc2ncsc2c1, [Li+], C1COCCO1, [OH-], O, O. RXN SMILES: [CH2:1]([CH3:2])[O:3][C:4]([C:5]([CH3:6])([CH3:7])[S:8](=[O:9])(=[O:10])[c:11]1[cH:12][c:13]2[c:14]([n:15][cH:16][s:17]2)[cH:18][cH:19]1)=[O:20].[Li+:23].[O:25]1[CH2:26][CH2:27][O:28][CH2:29][CH2:30]1.[OH-:22].[OH2:21].[OH2:24]>>[O:3]=[C:4]([C:5]([CH3:6])([CH3:7])[S:8](=[O:9])(=[O:10])[c:11]1[cH:12][c:13]2[c:14]([n:15][cH:16][s:17]2)[cH:18][cH:19]1)[OH:20]. The reactants are BrCCCCCCOCCCC1=CC=C(C=C1)NS(=O)(=O)CCCC (N-[4-[3-[(6-Bromohexyl)oxy]propyl]phenyl]butanesulphonamide), C(C1=CC=CC=C1)N (benzylamine). Run in ClCCl (dichloromethane). Reaction conditions: time 2 hour. The product is C1(=CC=CC=C1)CNCCCCCCOCCCC1=CC=C(C=C1)NS(=O)(=O)CCCC (N-[4-[3-[[6-[(Phenylmethyl)amino]hexyl]oxy]propyl]phenyl]butanesulphonamide). Yield: 55.5%. RXN SMILES: Br[CH2:2][CH2:3][CH2:4][CH2:5][CH2:6][CH2:7][O:8][CH2:9][CH2:10][CH2:11][C:12]1[CH:17]=[CH:16][C:15]([NH:18][S:19]([CH2:22][CH2:23][CH2:24][CH3:25])(=[O:21])=[O:20])=[CH:14][CH:13]=1.[CH2:26]([NH2:33])[C:27]1[CH:32]=[CH:31][CH:30]=[CH:29][CH:28]=1>ClCCl>[C:27]1([CH2:26][NH:33][CH2:2][CH2:3][CH2:4][CH2:5][CH2:6][CH2:7][O:8][CH2:9][CH2:10][CH2:11][C:12]2[CH:17]=[CH:16][C:15]([NH:18][S:19]([CH2:22][CH2:23][CH2:24][CH3:25])(=[O:21])=[O:20])=[CH:14][CH:13]=2)[CH:32]=[CH:31][CH:30]=[CH:29][CH:28]=1. Reported procedure: The product of stage (ii) (0.85 g) was added dropwise over 5 min to stirred benzylamine (1.17 g) at 120° under nitrogen. The solution was stirred at 120° under nitrogen for 2 h, cooled and diluted with dichloromethane (100 ml). The mixture was washed with 2N hydrochloric acid (40 ml), the aqueous phase was re-extracted with further dichloromethane (2×40 ml), and the combined organic extracts were washed with 8% sodium bicarbonate solution (80 ml), dried and evaporated in vacuo to give the title ...